From a dataset of the Open Reaction Database (ORD), a public repository of structured organic reaction records. describe an organic reaction: reactants, conditions, products, and yield Reactants: COc1ccc(C(=O)O)cc1OC, Cc1ccccc1, O=S(Cl)Cl. Yields the product COc1ccc(CCl)cc1OC. Reaction SMILES: [C:1]([c:2]1[cH:3][c:4]([O:5][CH3:6])[c:7]([O:8][CH3:9])[cH:10][cH:11]1)([OH:12])=[O:13].[CH3:18][c:19]1[cH:20][cH:21][cH:22][cH:23][cH:24]1.[S:14]([Cl:15])([Cl:16])=[O:17]>>[CH2:1]([c:2]1[cH:3][c:4]([O:5][CH3:6])[c:7]([O:8][CH3:9])[cH:10][cH:11]1)[Cl:16]. Starting materials: C(C)C1=NN(C2=CC=CC(=C12)NC(=O)C1=CN=C2N1C=CC(=C2)O[C@H]2CN(C[C@@H]2O)C(=O)OC(C)(C)C)CC2=NC(=CC=C2)C ((3S,4S)-tert-butyl 3-(3-(3-ethyl-1-((6-methylpyridin-2-yl)methyl)-1H-indazol-4-ylcarbamoyl)imidazo[1,2-a]pyridin-7-yloxy)-4-hydroxypyrrolidine-1-carboxylate), C(=O)(C(F)(F)F)O (TFA), C(Cl)Cl (DCM). Reaction conditions: time 1 hour. Product: C(Cl)Cl.CO.[NH4+].[OH-] (DCM MeOH NH4OH), C(C)C1=NN(C2=CC=CC(=C12)NC(=O)C1=CN=C2N1C=CC(=C2)O[C@H]2CNC[C@@H]2O)CC2=NC(=CC=C2)C (N-(3-ethyl-1-((6-methylpyridin-2-yl)methyl)-1H-indazol-4-yl)-7-((3S,4S)-4-hydroxypyrrolidin-3-yloxy)imidazo[1,2-a]pyridine-3-carboxamide). As a reaction SMILES: [CH2:1]([C:3]1[C:11]2[C:6](=[CH:7][CH:8]=[CH:9][C:10]=2[NH:12][C:13]([C:15]2[N:19]3[CH:20]=[CH:21][C:22]([O:24][C@@H:25]4[C@@H:29]([OH:30])[CH2:28][N:27](C(OC(C)(C)C)=O)[CH2:26]4)=[CH:23][C:18]3=[N:17][CH:16]=2)=[O:14])[N:5]([CH2:38][C:39]2[CH:44]=[CH:43][CH:42]=[C:41]([CH3:45])[N:40]=2)[N:4]=1)[CH3:2].C(O)(C(F)(F)F)=[O:47].[CH2:53]([Cl:55])[Cl:54]>>[CH2:53]([Cl:55])[Cl:54].[CH3:13][OH:14].[NH4+:4].[OH-:47].[CH2:1]([C:3]1[C:11]2[C:6](=[CH:7][CH:8]=[CH:9][C:10]=2[NH:12][C:13]([C:15]2[N:19]3[CH:20]=[CH:21][C:22]([O:24][C@@H:25]4[C@@H:29]([OH:30])[CH2:28][NH:27][CH2:26]4)=[CH:23][C:18]3=[N:17][CH:16]=2)=[O:14])[N:5]([CH2:38][C:39]2[CH:44]=[CH:43][CH:42]=[C:41]([CH3:45])[N:40]=2)[N:4]=1)[CH3:2] |f:3.4.5.6|. Procedure details: To (3S,4S)-tert-butyl 3-(3-(3-ethyl-1-((6-methylpyridin-2-yl)methyl)-1H-indazol-4-ylcarbamoyl)imidazo[1,2-a]pyridin-7-yloxy)-4-hydroxypyrrolidine-1-carboxylate (22 mg, 0.036 mmol) in DCM (1 mL) was added TFA (1 mL). The reaction mixture was stirred for one hour, and then concentrated under reduced pressure. Silica gel chromatography (DCM/MeOH/NH4OH 10:1:0.1) provided the desired product (10 mg). MS (ES+APCI) m/z=512 (M+H). Starting materials: CCO, [Cl-], O=[N+]([O-])c1cccc(C2=NOC(c3c(Cl)cccc3Cl)C2)c1, [Fe], [NH4+], O. The product is Nc1cccc(C2=NOC(c3c(Cl)cccc3Cl)C2)c1. Reaction SMILES: [CH2:26]([OH:27])[CH3:28].[Cl-:23].[Cl:1][c:2]1[c:3]([CH:9]2[CH2:10][C:11]([c:14]3[cH:15][c:16]([N+:20]([O-:21])=[O:22])[cH:17][cH:18][cH:19]3)=[N:12][O:13]2)[c:4]([Cl:8])[cH:5][cH:6][cH:7]1.[Fe:29].[NH4+:24].[OH2:25]>>[Cl:1][c:2]1[c:3]([CH:9]2[CH2:10][C:11]([c:14]3[cH:15][c:16]([NH2:20])[cH:17][cH:18][cH:19]3)=[N:12][O:13]2)[c:4]([Cl:8])[cH:5][cH:6][cH:7]1.